From a dataset of the Open Reaction Database (ORD), a public repository of structured organic reaction records. describe an organic reaction: reactants, conditions, products, and yield The reactants are ClC=1C=C(C=C(C1)Cl)[C@@H]1N(CC[C@H](C1)C1=CC(NO1)=O)C(=O)OC (Trans-methyl 2-(3,5-dichlorophenyl)-4-(3-oxo-2,3-dihydroisoxazol-5-yl)piperidine-1-carboxylate), Br (hydrogen bromide). Reaction conditions: time 48 hour. Yields the product ClC=1C=C(C=C(C1)Cl)[C@@H]1NCC[C@H](C1)C1=CC(NO1)=O (5-(trans-2-(3,5-dichlorophenyl)piperidin-4-yl)isoxazol-3(2H)-one). Isolated yield 63.9%. As a reaction SMILES: [Cl:1][C:2]1[CH:3]=[C:4]([C@H:9]2[CH2:14][C@H:13]([C:15]3[O:19][NH:18][C:17](=[O:20])[CH:16]=3)[CH2:12][CH2:11][N:10]2C(OC)=O)[CH:5]=[C:6]([Cl:8])[CH:7]=1.Br>>[Cl:8][C:6]1[CH:5]=[C:4]([C@H:9]2[CH2:14][C@H:13]([C:15]3[O:19][NH:18][C:17](=[O:20])[CH:16]=3)[CH2:12][CH2:11][NH:10]2)[CH:3]=[C:2]([Cl:1])[CH:7]=1. Reported procedure: Trans-methyl 2-(3,5-dichlorophenyl)-4-(3-oxo-2,3-dihydroisoxazol-5-yl)piperidine-1-carboxylate (300 mg, 0.81 mmol) was diluted with hydrogen bromide (33% in AcOH, 4.3 mL, 24.24 mmol) and stirred at ambient temperature for 48 h. Evaporated and the residue purified by preparative HPLC (Instrument: FractionLynx II, Mobilphase: gradient 5-95% MeCN in 0.2% NH3, pH 10, Column: Xbridge Prep C18 5 μm OBD 19*150 mm) to yield 5-(trans-2-(3,5-dichlorophenyl)piperidin-4-yl)isoxazol-3(2H)-one (162 mg, 64%). ... The reactants are CN1N=C(C(=NC1=O)C)C1=CC=CC=C1 (2,5-Dimethyl-6-phenyl-1,2,4-triazin-3(2H)-one), C(C1=CC=CC=C1)[Mg]Cl (benzylmagnesium chloride), C(C1=CC=CC=C1)Cl (benzyl chloride), [Mg] (magnesium). The solvent is C(C)OCC (diethyl ether). The product is C(C1=CC=CC=C1)C1(NC(N(N=C1C1=CC=CC=C1)C)=O)C (5-benzyl-2,5-dimethyl-6-phenyl-4,5-dihydro-1,2,4-triazin-3(2H)-one). As a reaction SMILES: [CH3:1][N:2]1[C:7](=[O:8])[N:6]=[C:5]([CH3:9])[C:4]([C:10]2[CH:15]=[CH:14][CH:13]=[CH:12][CH:11]=2)=[N:3]1.[CH2:16]([Mg]Cl)[C:17]1[CH:22]=[CH:21][CH:20]=[CH:19][CH:18]=1.C(Cl)C1C=CC=CC=1.[Mg]>C(OCC)C>[CH2:16]([C:5]1([CH3:9])[C:4]([C:10]2[CH:15]=[CH:14][CH:13]=[CH:12][CH:11]=2)=[N:3][N:2]([CH3:1])[C:7](=[O:8])[NH:6]1)[C:17]1[CH:22]=[CH:21][CH:20]=[CH:19][CH:18]=1. Reported procedure: 2,5-Dimethyl-6-phenyl-1,2,4-triazin-3(2H)-one (3.2 g) was added to a stirred solution of benzylmagnesium chloride prepared from benzyl chloride (9.99 g) and magnesium turnings (1.92 g) in diethyl ether (48 ml) at room temperature. The reaction mixture was treated in a similar manner to that of Example 30 to give 5-benzyl-2,5-dimethyl-6-phenyl-4,5-dihydro-1,2,4-triazin-3(2H)-one (2.6 g), m.p. 174.2°~175.3° C. recrystallized from a mixture of chloroform and diisopropyl ether). Starting materials: O.NN (hydrazine hydrate), COC(C(=O)NC=1C=C(C(=NC1)N1CCC(CC1)C(=O)OC)C)=O (Methyl 1-(5-{[methoxy(oxo)acetyl]amino}-3-methylpyridin-2-yl)piperidine-4-carboxylate), O.NN (hydrazine hydrate). Run in CCO (EtOH). Run at time 17 hour. The product is N(N)C(C(=O)NC=1C=C(C(=NC1)N1CCC(CC1)C(=O)OC)C)=O (Methyl 1-(5-{[hydrazino(oxo)acetyl]amino}-3-methylpyridin-2-yl)piperidine-4-carboxylate). The yield is 87.6%. Reaction SMILES: CO[C:3](=[O:24])[C:4]([NH:6][C:7]1[CH:8]=[C:9]([CH3:23])[C:10]([N:13]2[CH2:18][CH2:17][CH:16]([C:19]([O:21][CH3:22])=[O:20])[CH2:15][CH2:14]2)=[N:11][CH:12]=1)=[O:5].O.[NH2:26][NH2:27]>CCO>[NH:26]([C:3](=[O:24])[C:4]([NH:6][C:7]1[CH:8]=[C:9]([CH3:23])[C:10]([N:13]2[CH2:14][CH2:15][CH:16]([C:19]([O:21][CH3:22])=[O:20])[CH2:17][CH2:18]2)=[N:11][CH:12]=1)=[O:5])[NH2:27] |f:1.2|. Procedure details: Methyl 1-(5-{[methoxy(oxo)acetyl]amino}-3-methylpyridin-2-yl)piperidine-4-carboxylate (2.01 g; 5.99 mmol) was dissolved in EtOH (140 mL) and treated with dropwise addition of hydrazine hydrate (320 μL; 6.59 mmol). Within a few minutes a flocculent precipitate formed. Vigorous stirring was continued for 17 hrs. A further 32 μL (0.65 mmol) hydrazine hydrate was added and stirring continued at ambient temperature for 24 hrs. The precipitated solid was filtered off, washed with ether on the filter a... Reactants: C(C)(=O)C1=CC=2CC3=CC=CC=C3C2C=C1 (2-acetylfluorene), [O-][Cr](=O)(=O)O[Cr](=O)(=O)[O-].[Na+].[Na+] (sodium bichromate). RXN SMILES: [C:1]([C:4]1[CH:16]=[CH:15][C:14]2[C:13]3[C:8](=[CH:9][CH:10]=[CH:11][CH:12]=3)[CH2:7][C:6]=2[CH:5]=1)(=[O:3])[CH3:2].[O-:17][Cr](O[Cr]([O-])(=O)=O)(=O)=O.[Na+].[Na+]>C(O)(=O)C>[C:1]([C:4]1[C:5](=[O:17])[C:6]2[C:14](=[CH:15][CH:16]=1)[C:13]1[C:8](=[CH:9][CH:10]=[CH:11][CH:12]=1)[CH:7]=2)(=[O:3])[CH3:2] |f:1.2.3|. Yields the product C(C)(=O)C=1C(C2=CC3=CC=CC=C3C2=CC1)=O (2-acetylfluorenon). Procedure details: Known in the present-day practice is a method of producing the bisulfite compound of 2-fluorenonyl-glyoxal, said method consisting in that fluorene is acylated by acetic anhydride in the presence of aluminum chloride to obtain 2-acetylfluorene at a yield of 60 weight percent. Then the thus-obtained 2-acetylfluorene is oxidized by sodium bichromate in an acetic-acid medium at 70°-75° C during 6 hours and 2-acetylfluorenon is isolated at a yield of 50 weight percent. Solvent: C(C)(=O)O (acetic-acid). The reagents and catalysts are C=1C=CC(=CC1)[P](C=2C=CC=CC2)(C=3C=CC=CC3)[Pd]([P](C=4C=CC=CC4)(C=5C=CC=CC5)C=6C=CC=CC6)([P](C=7C=CC=CC7)(C=8C=CC=CC8)C=9C=CC=CC9)[P](C=1C=CC=CC1)(C=1C=CC=CC1)C=1C=CC=CC1 (tetrakis(triphenylphosphine)palladium(0)). Starting materials: BrC=1C=C(C=C(C1)C(F)(F)F)C=1N=C(OC1)CCC(=O)OC (methyl 3-(4-(3-bromo-5-(trifluoromethyl)phenyl)oxazol-2-yl)propanoate), CC1(OB(OC1(C)C)C(=C)C)C (4,4,5,5-tetramethyl-2-(prop-1-en-2-yl)-1,3,2-dioxaborolane), C(C)(=O)[O-].[K+] (potassium acetate). Isolated yield 69.4%. The product is C=C(C)C=1C=C(C=C(C1)C(F)(F)F)C=1N=C(OC1)CCC(=O)OC (methyl 3-(4-(3-(prop-1-en-2-yl)-5-(trifluoromethyl)phenyl)oxazol-2-yl)propanoate). Procedure details: A suspension of methyl 3-(4-(3-bromo-5-(trifluoromethyl)phenyl)oxazol-2-yl)propanoate (Reference Example 44, 0.605 g, 1.60 mmol), 4,4,5,5-tetramethyl-2-(prop-1-en-2-yl)-1,3,2-dioxaborolane (0.404 g, 2.40 mmol) and potassium acetate (2.36 g, 24.0 mmol) in toluene (50.0 mL) and water (1.00 mL) was evacuated and purged with nitrogen. To this reaction mixture was added tetrakis(triphenylphosphine)palladium(0) (0.277 g, 0.240 mmol) and the resulting reaction mixture was heated at 100° C. for 10 h. Af... Reaction SMILES: Br[C:2]1[CH:3]=[C:4]([C:12]2[N:13]=[C:14]([CH2:17][CH2:18][C:19]([O:21][CH3:22])=[O:20])[O:15][CH:16]=2)[CH:5]=[C:6]([C:8]([F:11])([F:10])[F:9])[CH:7]=1.[CH3:23][C:24]1(C)[C:28](C)(C)OB(C(C)=C)O1.C([O-])(=O)C.[K+]>C1(C)C=CC=CC=1.O.C(OCC)(=O)C.C1C=CC([P]([Pd]([P](C2C=CC=CC=2)(C2C=CC=CC=2)C2C=CC=CC=2)([P](C2C=CC=CC=2)(C2C=CC=CC=2)C2C=CC=CC=2)[P](C2C=CC=CC=2)(C2C=CC=CC=2)C2C=CC=CC=2)(C2C=CC=CC=2)C2C=CC=CC=2)=CC=1>[CH2:23]=[C:24]([C:2]1[CH:3]=[C:4]([C:12]2[N:13]=[C:14]([CH2:17][CH2:18][C:19]([O:21][CH3:22])=[O:20])[O:15][CH:16]=2)[CH:5]=[C:6]([C:8]([F:11])([F:10])[F:9])[CH:7]=1)[CH3:28] |f:2.3,^1:57,59,78,97|. The solvent is C1(=CC=CC=C1)C (toluene), O (water), C(C)(=O)OCC (ethyl acetate). Run at temperature 100 celsius. Reactants: C(C1=CC=CC=C1)N1CC2=C(CC1)C(OC1=C2C(=CC(=C1)C(C)C(CCCCC)C)O)=O (2-benzyl-10-hydroxy-8-(3-methyl-2-octyl)-5-oxo-1,2,3,4-tetrahydro-5H-[1]benzopyrano[4,3-c]pyridine). Reagents/catalysts: [Pd] (palladium on carbon). Run in C=1(C(=CC=CC1)C)C (xylene). Product: OC1=CC(=CC2=C1C=1C=NC=CC1C(O2)=O)C(C)C(CCCCC)C (10-Hydroxy-8-(3-Methyl-2-Octyl)-5-Oxo-5H-[1]Benzopyrano[4,3-c]Pyridine). RXN SMILES: C([N:8]1[CH2:13][CH2:12][C:11]2[C:14](=[O:32])[O:15][C:16]3[CH:21]=[C:20]([CH:22]([CH:24]([CH3:30])[CH2:25][CH2:26][CH2:27][CH2:28][CH3:29])[CH3:23])[CH:19]=[C:18]([OH:31])[C:17]=3[C:10]=2[CH2:9]1)C1C=CC=CC=1>[Pd].C1(C)C(C)=CC=CC=1>[OH:31][C:18]1[C:17]2[C:10]3[CH:9]=[N:8][CH:13]=[CH:12][C:11]=3[C:14](=[O:32])[O:15][C:16]=2[CH:21]=[C:20]([CH:22]([CH:24]([CH3:30])[CH2:25][CH2:26][CH2:27][CH2:28][CH3:29])[CH3:23])[CH:19]=1. Reported procedure: A mixture of 3.42 g. of 2-benzyl-10-hydroxy-8-(3-methyl-2-octyl)-5-oxo-1,2,3,4-tetrahydro-5H-[1]benzopyrano[4,3-c]pyridine, 1.0 g. of 10% palladium on carbon, and 120 ml. of xylene was stirred and refluxed for 23 hours. The mixture was filtered to remove the catalyst and the filtrate was evaporated to dryness in vacuo. The residue was recrystallized from acetonitrile to yield the pure product; m.p. 122°-123°. RXN SMILES: [Br:6][c:7]1[cH:8][c:9]([CH:21]([CH3:22])[CH2:23][CH3:24])[c:10]([S:17]([Cl:18])(=[O:19])=[O:20])[cH:11][c:12]1[CH:13]([CH3:14])[CH2:15][CH3:16].[S:1](=[O:2])(=[O:3])([OH:4])[OH:5].[Zn:25]>>[Br:6][c:7]1[cH:8][c:9]([CH:21]([CH3:22])[CH2:23][CH3:24])[c:10]([SH:17])[cH:11][c:12]1[CH:13]([CH3:14])[CH2:15][CH3:16]. Reactants: CCC(C)c1cc(S(=O)(=O)Cl)c(C(C)CC)cc1Br, O=S(=O)(O)O, [Zn]. Yields the product CCC(C)c1cc(Br)c(C(C)CC)cc1S.